Dataset: the Open Reaction Database (ORD), a public repository of structured organic reaction records. Task: describe an organic reaction: reactants, conditions, products, and yield Product: C(C)(C)(C)OC(=O)N1CCC(CC1)C(NC1=CC=C(C=C1)C(C)C)=O (4-(4-isopropyl-phenylcarbamoyl)-piperidine-1-carboxylic acid tert-butyl ester). Run in C(C)#N (acetonitrile), C(C)#N (acetonitrile). Reaction SMILES: [C:1]([O:5][C:6]([N:8]1[CH2:13][CH2:12][CH:11]([C:14]([OH:16])=O)[CH2:10][CH2:9]1)=[O:7])([CH3:4])([CH3:3])[CH3:2].ClC1N=C(OC)N=C(OC)N=1.CN1CCOCC1.[CH:35]([C:38]1[CH:43]=[CH:42][C:41]([NH2:44])=[CH:40][CH:39]=1)([CH3:37])[CH3:36]>C(#N)C>[C:1]([O:5][C:6]([N:8]1[CH2:9][CH2:10][CH:11]([C:14](=[O:16])[NH:44][C:41]2[CH:42]=[CH:43][C:38]([CH:35]([CH3:37])[CH3:36])=[CH:39][CH:40]=2)[CH2:12][CH2:13]1)=[O:7])([CH3:2])([CH3:3])[CH3:4]. Conditions: time 48 hour. Starting materials: C(C)(C)C1=CC=C(C=C1)N (4-isopropyl-phenylamine), C(C)(C)(C)OC(=O)N1CCC(CC1)C(=O)O (Piperidine-1,4-dicarboxylic acid mono-tert-butyl ester), ClC1=NC(=NC(=N1)OC)OC (2-chloro-4,6-dimethoxy-1,3,5-triazine), CN1CCOCC1 (N-methyl-morpholine). Isolated yield 48.5%. Procedure: Piperidine-1,4-dicarboxylic acid mono-tert-butyl ester (2.293 g) and 2-chloro-4,6-dimethoxy-1,3,5-triazine (1.84 g) in acetonitrile (50 ml) were treated under ice cooling and an argon atmosphere with N-methyl-morpholine (3.034 g) and the mixture was stirred for 2 h at 0° C. Then 4-isopropyl-phenylamine (1.42 g) in acetonitrile was added dropwise and the reaction mixture was stirred at RT for 48 h. The reaction mixture was partitioned between ethyl acetate and aqueous 1M HCl, the layers were sepa... Starting materials: COCC(=O)Cl, CCN(C(C)C)C(C)C, ClCCl, Nc1cc(Oc2ccc([N+](=O)[O-])c3ccccc23)ncn1. The product is COCC(=O)Nc1cc(Oc2ccc([N+](=O)[O-])c3ccccc23)ncn1. As a reaction SMILES: [CH3:31][O:32][CH2:33][C:34](=[O:35])[Cl:36].[CH:22]([N:23]([CH2:24][CH3:25])[CH:26]([CH3:27])[CH3:28])([CH3:29])[CH3:30].[Cl:37][CH2:38][Cl:39].[N+:1](=[O:2])([O-:3])[c:4]1[cH:5][cH:6][c:7]([O:14][c:15]2[cH:16][c:17]([NH2:21])[n:18][cH:19][n:20]2)[c:8]2[cH:9][cH:10][cH:11][cH:12][c:13]12>>[N+:1](=[O:2])([O-:3])[c:4]1[cH:5][cH:6][c:7]([O:14][c:15]2[cH:16][c:17]([NH:21][C:34]([CH2:33][O:32][CH3:31])=[O:35])[n:18][cH:19][n:20]2)[c:8]2[cH:9][cH:10][cH:11][cH:12][c:13]12. Starting materials: [Fe], [Na+], [Na+], O=C([O-])[O-], O, O=[N+]([O-])c1ccc(CS(=O)(=O)CCO)cc1CS(=O)(=O)CCO. Yields the product Nc1ccc(CS(=O)(=O)CCO)cc1CS(=O)(=O)CCO. RXN SMILES: [Fe:30].[Na+:24].[Na+:25].[O-:26][C:27](=[O:28])[O-:29].[OH2:31].[OH:1][CH2:2][CH2:3][S:4](=[O:5])(=[O:6])[CH2:7][c:8]1[c:9]([N+:21]([O-:22])=[O:23])[cH:10][cH:11][c:12]([CH2:14][S:15](=[O:16])(=[O:17])[CH2:18][CH2:19][OH:20])[cH:13]1>>[OH:1][CH2:2][CH2:3][S:4](=[O:5])(=[O:6])[CH2:7][c:8]1[c:9]([NH2:21])[cH:10][cH:11][c:12]([CH2:14][S:15](=[O:16])(=[O:17])[CH2:18][CH2:19][OH:20])[cH:13]1. The reactants are CCOc1nc(N2CCNCC2)nc2c1sc1nc(-c3ccc(Br)cc3)nc(C)c12, C1CCOC1, [Li]CCCC, CC=CC=CC=O. Product: CC=CC=CC(O)c1ccc(-c2nc(C)c3c(n2)sc2c(OCC)nc(N4CCNCC4)nc23)cc1. As a reaction SMILES: [Br:1][c:2]1[cH:3][cH:4][c:5](-[c:8]2[n:9][c:10]([CH3:30])[c:11]3[c:12]([n:13]2)[s:14][c:15]2[c:16]3[n:17][c:18]([N:24]3[CH2:25][CH2:26][NH:27][CH2:28][CH2:29]3)[n:19][c:20]2[O:21][CH2:22][CH3:23])[cH:6][cH:7]1.[CH2:43]1[O:44][CH2:45][CH2:46][CH2:47]1.[CH3:31][CH2:32][CH2:33][CH2:34][Li:35].[CH:36]([CH:37]=[CH:38][CH:39]=[CH:40][CH3:41])=[O:42]>>[c:2]1([CH:36]([CH:37]=[CH:38][CH:39]=[CH:40][CH3:41])[OH:42])[cH:3][cH:4][c:5](-[c:8]2[n:9][c:10]([CH3:30])[c:11]3[c:12]([n:13]2)[s:14][c:15]2[c:16]3[n:17][c:18]([N:24]3[CH2:25][CH2:26][NH:27][CH2:28][CH2:29]3)[n:19][c:20]2[O:21][CH2:22][CH3:23])[cH:6][cH:7]1. Solvent: [OH-].[K+] (potassium hydroxide), CO (Methanol), [OH-].[K+] (potassium hydroxide), [OH-].[K+] (KOH). RXN SMILES: [Cl:1][C:2]1[CH:7]=[CH:6][C:5]([CH2:8][N:9]2[C:13]3[CH:14]([CH2:18]CC#N)[CH2:15][CH2:16][CH2:17][C:12]=3[N:11]=[C:10]2[CH:22]([CH3:24])[CH3:23])=[CH:4][CH:3]=1.Cl.[C:26]([OH:32])([C:28](F)(F)F)=[O:27]>CO.[OH-].[K+]>[Cl:1][C:2]1[CH:3]=[CH:4][C:5]([CH2:8][N:9]2[C:13]3[CH:14]([CH2:18][CH2:28][C:26]([OH:32])=[O:27])[CH2:15][CH2:16][CH2:17][C:12]=3[N:11]=[C:10]2[CH:22]([CH3:24])[CH3:23])=[CH:6][CH:7]=1 |f:4.5|. Reactants: Cl (HCl), ClC1=CC=C(C=C1)CN1C(=NC2=C1C(CCC2)CCC#N)C(C)C (3-[1-[(4-chlorophenyl)methyl]-2-(1-methylethyl)-4,5,6,7-tetrahydro-1H-benzimidazol-7-yl]propanenitrile), C(=O)(C(F)(F)F)O (TFA). Yields the product ClC1=CC=C(C=C1)CN1C(=NC2=C1C(CCC2)CCC(=O)O)C(C)C (3-[1-[(4-chlorophenyl)methyl]-2-(1-methylethyl)-4,5,6,7-tetrahydro-1H-benzimidazol-7-yl]propanoic acid). Conditions: time 18 hour. Procedure: A solution of Intermediate 78 (128 mg, two batches) in Methanol (3.5 mL) and potassium hydroxide (10M aqueous soln) (0.749 mL) was heated to reflux overnight. LCMS after 18 h indicated approximately 20% conversion to the acid. Further potassium hydroxide (10M aqueous soln) (0.749 mL was added to the reaction mixture and it was left to heat for a further 36 h. LCMS after this time demonstrated full conversion to the acid product. Aqueous HCl (4.85 mL) was added to the reaction mixture to neutrali...